This data is from the Open Reaction Database (ORD), a public repository of structured organic reaction records. The task is: describe an organic reaction: reactants, conditions, products, and yield Starting materials: C1[C@@H](O)[C@H](O)CO1 (1,4-anhydro-D-threitol), C1[C@H](O)[C@@H](O)CO1 (1,4-anhydro-L-threitol), N1CCNCC1 (piperazine), ClC1=NC2=CC=CC=C2C(=N1)Cl (2,4-dichloroquinazoline), [H-].[Na+] (sodium hydride). Run in C(C)(=O)OCC (ethyl acetate), O1CCOCC1 (dioxane), C(C)(=O)OCC (ethyl acetate), CN(C=O)C (dimethylformamide). The product is O[C@H]1[C@@H](COC1)OC1=NC(=NC2=CC=CC=C12)N1CCNCC1 (4-[(3R,4R)-(4-hydroxytetrahydrofuran-3-yl)oxy]-2-(1-piperazinyl)quinazoline). RXN SMILES: [CH2:1]1[O:7][CH2:6][C@@H:4]([OH:5])[C@@H:2]1[OH:3].C1OC[C@H](O)[C@H]1O.Cl[C:16]1[N:25]=[C:24](Cl)[C:23]2[C:18](=[CH:19][CH:20]=[CH:21][CH:22]=2)[N:17]=1.[H-].[Na+].[NH:29]1[CH2:34][CH2:33][NH:32][CH2:31][CH2:30]1>CN(C)C=O.C(OCC)(=O)C.O1CCOCC1>[OH:5][C@@H:4]1[CH2:6][O:7][CH2:1][C@H:2]1[O:3][C:24]1[C:23]2[C:18](=[CH:19][CH:20]=[CH:21][CH:22]=2)[N:17]=[C:16]([N:29]2[CH2:34][CH2:33][NH:32][CH2:31][CH2:30]2)[N:25]=1 |f:3.4|. Reported procedure: To a solution of 1,4-anhydro-D-threitol [prepared from D-threiol (manufactured by Fluka Co.) in the same manner as in the preparation of 1,4-anhydro-L-threitol (cf. J. Am. Chem. Soc., 74, 5336 (1952)] (11.43 g) and 2,4-dichloroquinazoline (16.8 g) in dimethylformamide (78 ml) is added gradually 60% sodium hydride (in oil) (4.39 g) with stirring under ice-cooling, and the mixture is stirred under ice-cooling for 15 minutes and further at room temperature for 30 minutes. The reaction mixture is di... Starting materials: crude product, ClC1=CC=C(CNC(=O)C2=CN(C3=C(C=C(C=C3C2=O)CN2CCOCC2)I)C)C=C1 (N-(4-chlorobenzyl)-8-iodo-1-methyl-6-(morpholin-4-ylmethyl)-4-oxo-1,4-dihydroquinoline-3-carboxamide), Br.CC1=CN=CN1CC#C (5-methyl-1-prop-2-ynyl-1H-imidazole hydrobromide), CN(C)C=O (DMF). The reagents and catalysts are Cl[Pd]([P](C1=CC=CC=C1)(C2=CC=CC=C2)C3=CC=CC=C3)([P](C4=CC=CC=C4)(C5=CC=CC=C5)C6=CC=CC=C6)Cl (PdCl2(PPh3)2), [Cu]I (CuI). Solvent: N(CC)CC (Et2NH). Conditions: time 8 hour. Product: ClC1=CC=C(CNC(=O)C2=CN(C3=C(C=C(C=C3C2=O)CN2CCOCC2)C#CCN2C=NC=C2C)C)C=C1 (N-(4-chlorobenzyl)-1-methyl-8-[3-(5-methyl-1H-imidazol-1-yl)prop-1-ynyl]-6-(morpholin-4-ylmethyl)-4-oxo-1,4-dihydroquinoline-3-carboxamide). Yield: 29.7%. As a reaction SMILES: [Cl:1][C:2]1[CH:31]=[CH:30][C:5]([CH2:6][NH:7][C:8]([C:10]2[C:19](=[O:20])[C:18]3[C:13](=[C:14](I)[CH:15]=[C:16]([CH2:21][N:22]4[CH2:27][CH2:26][O:25][CH2:24][CH2:23]4)[CH:17]=3)[N:12]([CH3:29])[CH:11]=2)=[O:9])=[CH:4][CH:3]=1.Br.[CH3:33][C:34]1[N:38]([CH2:39][C:40]#[CH:41])[CH:37]=[N:36][CH:35]=1.CN(C=O)C>N(CC)CC.Cl[Pd](Cl)([P](C1C=CC=CC=1)(C1C=CC=CC=1)C1C=CC=CC=1)[P](C1C=CC=CC=1)(C1C=CC=CC=1)C1C=CC=CC=1.[Cu]I>[Cl:1][C:2]1[CH:31]=[CH:30][C:5]([CH2:6][NH:7][C:8]([C:10]2[C:19](=[O:20])[C:18]3[C:13](=[C:14]([C:41]#[C:40][CH2:39][N:38]4[C:34]([CH3:33])=[CH:35][N:36]=[CH:37]4)[CH:15]=[C:16]([CH2:21][N:22]4[CH2:27][CH2:26][O:25][CH2:24][CH2:23]4)[CH:17]=3)[N:12]([CH3:29])[CH:11]=2)=[O:9])=[CH:4][CH:3]=1 |f:1.2,^1:54,73|. Procedure details: To a solution of N-(4-chlorobenzyl)-8-iodo-1-methyl-6-(morpholin-4-ylmethyl)-4-oxo-1,4-dihydroquinoline-3-carboxamide (300 mg), PdCl2(PPh3)2 (19.1 mg), and CuI (5.2 mg) in Et2NH (6.2 mL) is added 5-methyl-1-prop-2-ynyl-1H-imidazole hydrobromide (120.4 mg). Anhydrous DMF (10 mL) is added to help solubilize the reactants (also requires sonication). The reaction is stirred at room temperature overnight, then condensed. The resulting residue is placed under high vacuum to remove residual DMF. The cr... Starting materials: CC=1NC(=C(C(C1C(=O)O)C1=CC(=CC=C1)[N+](=O)[O-])C(=O)OC)C (1,4-dihydro-2,6-dimethyl-5-methoxycarbonyl-4-(3-nitrophenyl)pyridine-3-carboxylic acid), N1=CC(=CC=C1)CC1=CC=C(C=C1)/C=C/CO ((E)-3-{4-(3-pyridylmethyl)phenyl)-2-propen-1-ol), C1(CCCCC1)N=C=NC1CCCCC1 (dicyclohexylcarbodiimide), 4-N,N-dimethylaminopyridine. The solvent is C1(=CC=CC=C1)C (toluene). Reaction SMILES: [CH3:1][C:2]1[NH:3][C:4]([CH3:24])=[C:5]([C:20]([O:22][CH3:23])=[O:21])[CH:6]([C:11]2[CH:16]=[CH:15][CH:14]=[C:13]([N+:17]([O-:19])=[O:18])[CH:12]=2)[C:7]=1[C:8](O)=[O:9].[N:25]1[CH:30]=[CH:29][CH:28]=[C:27]([CH2:31][C:32]2[CH:37]=[CH:36][C:35](/[CH:38]=[CH:39]/[CH2:40][OH:41])=[CH:34][CH:33]=2)[CH:26]=1.C1(N=C=NC2CCCCC2)CCCCC1>C1(C)C=CC=CC=1>[CH3:24][C:4]1[NH:3][C:2]([CH3:1])=[C:7]([C:8]([O:41][CH2:40]/[CH:39]=[CH:38]/[C:35]2[CH:34]=[CH:33][C:32]([CH2:31][C:27]3[CH:26]=[N:25][CH:30]=[CH:29][CH:28]=3)=[CH:37][CH:36]=2)=[O:9])[CH:6]([C:11]2[CH:16]=[CH:15][CH:14]=[C:13]([N+:17]([O-:19])=[O:18])[CH:12]=2)[C:5]=1[C:20]([O:22][CH3:23])=[O:21]. Reported procedure: 332 mg (1 mM) of 1,4-dihydro-2,6-dimethyl-5-methoxycarbonyl-4-(3-nitrophenyl)pyridine-3-carboxylic acid together with 225 mg (1 mM) of (E)-3-{4-(3-pyridylmethyl)phenyl)-2-propen-1-ol, 248 mg (1.2 mM) of dicyclohexylcarbodiimide and 134 mg (1.1 mM) of 4-N,N-dimethylaminopyridine were dissolved in 5 ml of toluene, while heating, and refluxed for six hours. The solution was cooled to room temperature, and the crystals produced were filtered off. The filtrate was washed with water and dried over anh... Yields the product CC=1NC(=C(C(C1C(=O)OC)C1=CC(=CC=C1)[N+](=O)[O-])C(=O)OC\C=C\C1=CC=C(C=C1)CC=1C=NC=CC1)C (Methyl (E)-3-[4-(3-pyridylmethyl)phenyl]-2-propen-1-yl 1,4-dihydro-2,6-dimethyl-4-(3-nitrophenyl)pyridine-3,5-dicarboxylate). The reactants are [N+](=O)([O-])C(C)C (2-nitropropane), CN(C=O)C (dimethylformamide), [Na] (sodium), BrCC1=CC=C(C=C1)N1N=C(C(=N1)C)C(=O)OCC (2-(p-bromomethylphenyl)-4-methyl-5-carboethoxy-2H-1,2,3-triazole). Run in alcohol, O (water). Run at temperature 18 celsius. Yields the product C(=O)C1=CC=C(C=C1)N1N=C(C(=N1)C)C(=O)OCC (2-(p-Formyl-phenyl)-4-methyl-5-carboethoxy-2H-1,2,3-triazole). RXN SMILES: [Na].[N+](C(C)C)([O-])=[O:3].Br[CH2:9][C:10]1[CH:15]=[CH:14][C:13]([N:16]2[N:20]=[C:19]([CH3:21])[C:18]([C:22]([O:24][CH2:25][CH3:26])=[O:23])=[N:17]2)=[CH:12][CH:11]=1.CN(C)C=O>O>[CH:9]([C:10]1[CH:15]=[CH:14][C:13]([N:16]2[N:20]=[C:19]([CH3:21])[C:18]([C:22]([O:24][CH2:25][CH3:26])=[O:23])=[N:17]2)=[CH:12][CH:11]=1)=[O:3] |^1:0|. Procedure details: 4.6 g of sodium are dissolved in 330 ml of absolute alcohol, with stirring and whilst passing a vigorous stream of nitrogen over the mixture. After cooling to 18° C., 23.2 g of 2-nitropropane are added dropwise in the course of 15 minutes and the reaction mixture is stirred for a further one hour at room temperature. 64.8 g of 2-(p-bromomethylphenyl)-4-methyl-5-carboethoxy-2H-1,2,3-triazole are then introduced, 330 ml of dimethylformamide are added and the reaction mixture is stirred for 22 hour... Starting materials: [BH4-], CCOC(C)=O, CO, CC(=O)c1cc(F)c(N2CCC(=NOC3CCN(C(=O)OC(C)C)CC3)CC2)cc1F, [Na+], [Na+], O=C([O-])O. The product is CC(C)OC(=O)N1CCC(ON=C2CCN(c3cc(F)c(C(C)O)cc3F)CC2)CC1. As a reaction SMILES: [BH4-:1].[CH3:34][CH2:35][O:36][C:37](=[O:38])[CH3:39].[CH3:40][OH:41].[CH:3]([CH3:4])([CH3:5])[O:6][C:7](=[O:8])[N:9]1[CH2:10][CH2:11][CH:12]([O:15][N:16]=[C:17]2[CH2:18][CH2:19][N:20]([c:23]3[c:24]([F:33])[cH:25][c:26]([C:30]([CH3:31])=[O:32])[c:27]([F:29])[cH:28]3)[CH2:21][CH2:22]2)[CH2:13][CH2:14]1.[Na+:2].[Na+:46].[O-:42][C:43]([OH:44])=[O:45]>>[CH:3]([CH3:4])([CH3:5])[O:6][C:7](=[O:8])[N:9]1[CH2:10][CH2:11][CH:12]([O:15][N:16]=[C:17]2[CH2:18][CH2:19][N:20]([c:23]3[c:24]([F:33])[cH:25][c:26]([CH:30]([CH3:31])[OH:32])[c:27]([F:29])[cH:28]3)[CH2:21][CH2:22]2)[CH2:13][CH2:14]1.